Dataset: the Open Reaction Database (ORD), a public repository of structured organic reaction records. Task: describe an organic reaction: reactants, conditions, products, and yield The reactants are [N+](#[C-])CC(=O)OCC (ethyl isocyanoacetate), CC(C)([O-])C.[K+] (potassium t-butoxide), CC(C)([O-])C.[K+] (Potassium tert-butoxide), FC=1C=C2NC(C(NC2=CC1)=O)(C)C (6-Fluoro-1,2,3,4-tetrahydro-3,3-dimethylquinoxalin-2-one), P(=O)(OCC)(OCC)Cl (diethyl chlorophosphate). Solvent: C1CCOC1 (THF). Conditions: time 2 hour. Yields the product CC1(C=2N(C3=CC=CC=C3N1)C=NC2C(=O)OCC)C (Ethyl 4,5-Dihydro-4,4-dimethylimidazo[1,5-a]quinoxaline-3-carboxylate). Reaction SMILES: CC(C)([O-])C.[K+].F[C:8]1[CH:9]=[C:10]2[C:15](=[CH:16][CH:17]=1)[NH:14][C:13](=O)[C:12]([CH3:20])([CH3:19])[NH:11]2.P(Cl)(OCC)(OCC)=O.[N+:30]([CH2:32][C:33]([O:35][CH2:36][CH3:37])=[O:34])#[C-:31]>C1COCC1>[CH3:19][C:12]1([CH3:20])[NH:11][C:10]2[C:15](=[CH:16][CH:17]=[CH:8][CH:9]=2)[N:14]2[CH:31]=[N:30][C:32]([C:33]([O:35][CH2:36][CH3:37])=[O:34])=[C:13]12 |f:0.1|. Reported procedure: Potassium tert-butoxide (1 M, 4.54 ml) is added to 1,2,3,4-tetrahydro-3,3-dimethylquinoxalin-2-one (IV, EXAMPLE 2, 0.762 g) in THF (4 ml) at ice/saline temperature. The reaction is stirred for 40 min, at which time diethyl chlorophosphate (0.656 ml) is added. After stirring at ice-saline temperature for 2 hr, ethyl isocyanoacetate (0.562 g) is added, followed by potassium t-butoxide (1 M, 4.97 ml). The reaction is stirred for 3.5 hr, allowing it to slowly warm to 20°-25°. The reaction is then qu...